Dataset: the Open Reaction Database (ORD), a public repository of structured organic reaction records. Task: describe an organic reaction: reactants, conditions, products, and yield The reactants are C1=CC=CC=C1C(=O)OO (perbenzoic acid), C(C1=CC=CC=C1)(=O)OOC(C1=CC=CC=C1)=O (benzoylperoxide), C(C=C)CCCC1=CC=CC=C1 (p-allylpropylbenzene). The solvent is C(Cl)(Cl)Cl (chloroform). Reaction conditions: time 6 day. Yields the product C(CC)C=CCC1=CC2C(C=C1)O2 (p-n-propylallylbenzene oxide). Isolated yield 76.0%. As a reaction SMILES: C1C(C(OO)=[O:8])=CC=CC=1.C(OOC(=O)C1C=CC=CC=1)(=O)C1C=CC=CC=1.[CH2:29]([CH2:32][CH2:33][CH2:34][C:35]1[CH:40]=[CH:39][CH:38]=[CH:37][CH:36]=1)[CH:30]=[CH2:31]>C(Cl)(Cl)Cl>[CH2:29]([CH:32]=[CH:33][CH2:34][C:35]1[CH:36]=[CH:37][CH:38]2[O:8][CH:39]2[CH:40]=1)[CH2:30][CH3:31]. Procedure: To perbenzoic acid in chloroform prepared from 65.5 g of benzoylperoxide was added 1.45 g of p-allylpropylbenzene and the mixture was allowed to stand at 5° C for 6 days. After the completion of the reaction, the mixture was washed with 2% sodium hydroxide solution, water, Mohr's salt solution, then water, and dried over anhydrous sodium sulfate. The solvent was evaporated to obtain the residue, which was distilled under reduced pressure to give 12.1 g (yield 76%) of p-n-propylallylbenzene oxide... Starting materials: ClC1=CC=NC2=CC(=CC=C12)OC (4-Chloro-7-methoxyquinoline), ClC1=CC=NC2=C(C=CC=C12)OC (4-Chloro-8-methoxy-quinoline). Product: ClC1=CC=NC2=CC=C(C=C12)OC (4-Chloro-6-methoxy-quinoline). RXN SMILES: [Cl:1][C:2]1[C:11]2[C:6](=[CH:7][C:8](OC)=[CH:9][CH:10]=2)[N:5]=[CH:4][CH:3]=1.ClC1C2C(=[C:20]([O:25]C)C=CC=2)N=CC=1>>[Cl:1][C:2]1[C:11]2[C:6](=[CH:7][CH:8]=[C:9]([O:25][CH3:20])[CH:10]=2)[N:5]=[CH:4][CH:3]=1. Reported procedure: 4-Chloro-7-methoxyquinoline and 4-Chloro-8-methoxy-quinoline: Lauer; J. Am. Chem. Soc.; 68; 1946; 1268); Reactants: FC(C1=CC=C(C=C1)/C=C/C(=O)Cl)(F)F ((E)-3-(4-(trifluoromethyl)phenyl)acryloyl chloride), C1(=CC=CC=C1)[C@H]1NC(OC1)=O ((R)-4-phenyloxazolidin-2-one), [Li+].CCC[CH2-] (N-butyllithium). Run in C1CCOC1 (THF), C1CCOC1 (THF). Run at temperature -78 celsius. The product is C1(=CC=CC=C1)[C@H]1N(C(OC1)=O)C(\C=C\C1=CC=C(C=C1)C(F)(F)F)=O ((R,E)-4-phenyl-3-(3-(4-(trifluoromethyl)phenyl)acryloyl)oxazolidin-2-one). The yield is 100.2%. Reaction SMILES: [C:1]1([C@@H:7]2[CH2:11][O:10][C:9](=[O:12])[NH:8]2)[CH:6]=[CH:5][CH:4]=[CH:3][CH:2]=1.[Li+].CCC[CH2-].[F:18][C:19]([F:32])([F:31])[C:20]1[CH:25]=[CH:24][C:23](/[CH:26]=[CH:27]/[C:28](Cl)=[O:29])=[CH:22][CH:21]=1>C1COCC1>[C:1]1([C@@H:7]2[CH2:11][O:10][C:9](=[O:12])[N:8]2[C:28](=[O:29])/[CH:27]=[CH:26]/[C:23]2[CH:22]=[CH:21][C:20]([C:19]([F:31])([F:32])[F:18])=[CH:25][CH:24]=2)[CH:2]=[CH:3][CH:4]=[CH:5][CH:6]=1 |f:1.2|. Procedure details: To a 500 mL round-bottomed flask was added (R)-4-phenyloxazolidin-2-one (19 g, 116.00 mmol) and THF (464 mL, 116 mmol). The solution was cooled to −78° C. N-butyllithium (46 mL, 116 mmol) was then added slowly, and the reaction was stirred for about 15 minutes before the addition of a THF solution of (E)-3-(4-(trifluoromethyl)phenyl)acryloyl chloride (27 g, 116 mmol). The cold bath was removed, the reaction was allowed to warm to room temperature, and the progress of the reaction was checked by ... The reactants are ClC1=C(NCC)C=C(C(=C1)[N+](=O)[O-])Cl (2,5-dichloro-4-nitro-N-ethylaniline), OCCOCCN (β-(β'-hydroxyethoxy)ethylamine). Yields the product ClC1=C(N(CC)NCCOCCO)C=CC(=C1)[N+](=O)[O-] (2-chloro-β-(β'-hydroxyethoxy)ethylamino-4-nitro-N-ethylaniline). As a reaction SMILES: [Cl:1][C:2]1[CH:10]=[C:9]([N+:11]([O-:13])=[O:12])[C:8](Cl)=[CH:7][C:3]=1[NH:4][CH2:5][CH3:6].[OH:15][CH2:16][CH2:17][O:18][CH2:19][CH2:20][NH2:21]>>[Cl:1][C:2]1[CH:10]=[C:9]([N+:11]([O-:13])=[O:12])[CH:8]=[CH:7][C:3]=1[N:4]([NH:21][CH2:20][CH2:19][O:18][CH2:17][CH2:16][OH:15])[CH2:5][CH3:6]. Procedure: 0.01 mole (2.35 g) of 2,5-dichloro-4-nitro-N-ethylaniline is heated in 10 ml of β-(β'-hydroxyethoxy)ethylamine for 30 minutes on a steam bath. Starting materials: NCCBr, O=C(Cl)OCc1ccccc1, CC(C)=O, [Na+], [OH-]. Product: O=C(NCCBr)OCc1ccccc1. RXN SMILES: [Br:16][CH2:17][CH2:18][NH2:19].[CH2:1]([c:2]1[cH:3][cH:4][cH:5][cH:6][cH:7]1)[O:8][C:9](=[O:10])[Cl:11].[CH3:12][C:13](=[O:14])[CH3:15].[Na+:21].[OH-:20]>>[CH2:1]([c:2]1[cH:3][cH:4][cH:5][cH:6][cH:7]1)[O:8][C:9](=[O:10])[NH:19][CH2:18][CH2:17][Br:16]. RXN SMILES: [C:1]([CH3:2])([CH3:3])([CH3:4])[O:5][C:6]([N:7]([CH3:8])[CH2:9][CH2:10][CH2:11][CH2:12][NH:13][CH2:14][c:15]1[n:16][cH:17][c:18]([CH3:22])[cH:19][c:20]1[CH3:21])=[O:23].[Cl:36][CH2:37][Cl:38].[c:24]1([CH:34]=[O:35])[n:25][cH:26][cH:27][c:28]2[cH:29][cH:30][cH:31][cH:32][c:33]12>>[C:1]([CH3:2])([CH3:3])([CH3:4])[O:5][C:6]([N:7]([CH3:8])[CH2:9][CH2:10][CH2:11][CH2:12][N:13]([CH2:14][c:15]1[n:16][cH:17][c:18]([CH3:22])[cH:19][c:20]1[CH3:21])[CH2:34][c:24]1[n:25][cH:26][cH:27][c:28]2[cH:29][cH:30][cH:31][cH:32][c:33]12)=[O:23]. Yields the product Cc1cnc(CN(CCCCN(C)C(=O)OC(C)(C)C)Cc2nccc3ccccc23)c(C)c1. Reactants: Cc1cnc(CNCCCCN(C)C(=O)OC(C)(C)C)c(C)c1, ClCCl, O=Cc1nccc2ccccc12.